From a dataset of the Open Reaction Database (ORD), a public repository of structured organic reaction records. describe an organic reaction: reactants, conditions, products, and yield Starting materials: CC(=O)O[BH-](OC(C)=O)OC(C)=O, C=O, CCCCc1nnc(OC2CCNCC2)cc1-c1ccc(OC2CCCCC2)c(C(C)=O)c1, CC(=O)O, ClCCl, ClCCl, Cl, Cl, [Na+], [Na+], O=C([O-])O, O, O. Yields the product CCCCc1nnc(OC2CCN(C)CC2)cc1-c1ccc(OC2CCCCC2)c(C(C)=O)c1. RXN SMILES: [C:38]([O:39][BH-:40]([O:41][C:42](=[O:43])[CH3:44])[O:45][C:46](=[O:47])[CH3:48])(=[O:49])[CH3:50].[CH2:36]=[O:37].[CH2:3]([CH2:4][CH2:5][CH3:6])[c:7]1[n:8][n:9][c:10]([O:29][CH:30]2[CH2:31][CH2:32][NH:33][CH2:34][CH2:35]2)[cH:11][c:12]1-[c:13]1[cH:14][cH:15][c:16]([O:22][CH:23]2[CH2:24][CH2:25][CH2:26][CH2:27][CH2:28]2)[c:17]([C:19]([CH3:20])=[O:21])[cH:18]1.[CH3:65][C:66](=[O:67])[OH:68].[Cl:57][CH2:58][Cl:59].[Cl:62][CH2:63][Cl:64].[ClH:1].[ClH:2].[Na+:51].[Na+:56].[O-:52][C:53]([OH:54])=[O:55].[OH2:60].[OH2:61]>>[CH2:3]([CH2:4][CH2:5][CH3:6])[c:7]1[n:8][n:9][c:10]([O:29][CH:30]2[CH2:31][CH2:32][N:33]([CH3:38])[CH2:34][CH2:35]2)[cH:11][c:12]1-[c:13]1[cH:14][cH:15][c:16]([O:22][CH:23]2[CH2:24][CH2:25][CH2:26][CH2:27][CH2:28]2)[c:17]([C:19]([CH3:20])=[O:21])[cH:18]1.